The task is: describe an organic reaction: reactants, conditions, products, and yield. This data is from the Open Reaction Database (ORD), a public repository of structured organic reaction records. The reactants are N (ammonia), NC1=CC=C(C=C1)C=1SCC(NN1)=O (2-(4-aminophenyl)-4H,6H-1,3,4-thiadiazin-5-one), O1C=CC(C=C1)=O (4H-pyran-4-one), Cl (hydrochloric acid). Run in O (water). Product: O=C1C=CN(C=C1)C1=CC=C(C=C1)C=1SCC(NN1)=O (2-[4-(4-Oxo-1,4-dihydropyridin-1-yl)phenyl]-4H,6H-1,3,4-thiadiazin-5-one). Reaction SMILES: [NH2:1][C:2]1[CH:7]=[CH:6][C:5]([C:8]2[S:9][CH2:10][C:11](=[O:14])[NH:12][N:13]=2)=[CH:4][CH:3]=1.O1[CH:20]=[CH:19][C:18](=[O:21])[CH:17]=[CH:16]1.Cl.N>O>[O:21]=[C:18]1[CH:19]=[CH:20][N:1]([C:2]2[CH:3]=[CH:4][C:5]([C:8]3[S:9][CH2:10][C:11](=[O:14])[NH:12][N:13]=3)=[CH:6][CH:7]=2)[CH:16]=[CH:17]1. Procedure: A stirred mixture of 2-(4-aminophenyl)-4H,6H-1,3,4-thiadiazin-5-one (1.0 g), 4H-pyran-4-one (0.51 g), water (20 ml) and concentrated hydrochloric acid (0.42 ml), was heated under reflux for 3 hours. The warm solution was neutralised with concentrated aqueous ammonia and cooled to give a solid, 1.33 g. Recrystallisation from methanol gave the title compound, 0.89 g, m.p. 289°-291° C. Reactants: C(C)(=O)C1=C(C(=O)O)C=CC=C1 (2-acetylbenzoic acid), ClC1=CC(=C(N)C=C1)F (4-chloro-2-fluoroaniline), C1(=CC=C(C=C1)S(=O)(=O)O)C (p-toluene-sulfonic acid). The solvent is C(Cl)(Cl)Cl (chloroform). Reaction conditions: time 2 hour. Yields the product ClC1=CC(=C(C=C1)N1C(C2=CC=CC=C2C1=C)=O)F (2-(4-chloro-2-fluorophenyl)-3-methylene-1H-isoindol-1-one). As a reaction SMILES: [C:1]([C:4]1[CH:12]=[CH:11][CH:10]=[CH:9][C:5]=1[C:6]([OH:8])=O)(=O)[CH3:2].[Cl:13][C:14]1[CH:20]=[CH:19][C:17]([NH2:18])=[C:16]([F:21])[CH:15]=1.C1(C)C=CC(S(O)(=O)=O)=CC=1>C(Cl)(Cl)Cl>[Cl:13][C:14]1[CH:20]=[CH:19][C:17]([N:18]2[C:1](=[CH2:2])[C:4]3[C:5](=[CH:9][CH:10]=[CH:11][CH:12]=3)[C:6]2=[O:8])=[C:16]([F:21])[CH:15]=1. Procedure details: A mixture of 8.2 parts of 2-acetylbenzoic acid, 7.27 parts of 4-chloro-2-fluoroaniline and 0.01 part of p-toluene-sulfonic acid was heated in an oil bath with occasional stirring at 150°-170° for 2 hours. The melt was poured into 100 parts of chloroform and washed successively with 50 parts of 10% aqueous hydrochloric acid solution, 50 parts of 10% aqueous sodium carbonate solution and 100 parts of a saturated aqueous sodium chloride solution. After drying the organic phase with anhydrous sodium... Starting materials: C(C(C)C)[Mg]Br (isobutylmagnesium bromide), FC1=C(C=O)C=CC(=C1)C(F)(F)F (2-fluoro-4-(trifluoromethyl)benzaldehyde), [Cl-].[NH4+] (ammonium chloride), Cl (hydrochloric acid). Solvent: C1CCOC1 (THF), CCOCC (ether), CCOCC (ether). Conditions: time 45 minute. Yields the product FC1=C(C=CC(=C1)C(F)(F)F)C(CC(C)C)O (1-[2-Fluoro-4-(trifluoromethyl)phenyl]-3-methylbutanol). Isolated yield 23.0%. RXN SMILES: [CH2:1]([Mg]Br)[CH:2]([CH3:4])[CH3:3].[F:7][C:8]1[CH:15]=[C:14]([C:16]([F:19])([F:18])[F:17])[CH:13]=[CH:12][C:9]=1[CH:10]=[O:11].[Cl-].[NH4+].Cl>C1COCC1.CCOCC>[F:7][C:8]1[CH:15]=[C:14]([C:16]([F:17])([F:18])[F:19])[CH:13]=[CH:12][C:9]=1[CH:10]([OH:11])[CH2:1][CH:2]([CH3:4])[CH3:3] |f:2.3|. Procedure: To mixed solution of 2M isobutylmagnesium bromide in THF (6.25 mL) and ether (50 mL), was added dropwise a solution of 2-fluoro-4-(trifluoromethyl)benzaldehyde (2.0 g, 10 mmol) in ether (18 mL) under N2 atmosphere. The mixture was stirred at room temperature for 45 minutes, to which was added saturated aqueous ammonium chloride solution and 1M hydrochloric acid under ice-cooling. The aqueous layer was extracted with ether. The organic layer was washed with saturated aqueous sodium bicarbonate so... Reactants: [Na+].[Cl-] (NaCl), COC=1N=C2CCC(NC2=CC1)=O (6-methoxy-3,4-dihydro-1H-[1,5]naphthyridin-2-one), CI (methyl iodide), CC(C)([O-])C.[K+] (potassium t-butoxide). The solvent is CN(C)C=O (DMF). Run at time 10 minute. Yields the product COC=1N=C2CCC(N(C2=CC1)C)=O (6-methoxy-1-methyl-3,4-dihydro-1H-[1,5]naphthyridin-2-one). Yield: 64.4%. Reaction SMILES: [CH3:1][O:2][C:3]1[N:4]=[C:5]2[C:10](=[CH:11][CH:12]=1)[NH:9][C:8](=[O:13])[CH2:7][CH2:6]2.[CH3:14]C(C)([O-])C.[K+].CI.[Na+].[Cl-]>CN(C=O)C>[CH3:1][O:2][C:3]1[N:4]=[C:5]2[C:10](=[CH:11][CH:12]=1)[N:9]([CH3:14])[C:8](=[O:13])[CH2:7][CH2:6]2 |f:1.2,4.5|. Reported procedure: A solution of 1.2 g (6.7 mmol) 6-methoxy-3,4-dihydro-1H-[1,5]naphthyridin-2-one in 15 ml of DMF was cooled to 5° C. and to this solution was slowly added 6.7 ml (6.7 mmol) of potassium t-butoxide (1M solution in THF). The mixture was stirred for 10 minutes followed by addition of 0.46 ml (7.4 mmol) methyl iodide. After addition was complete, the reaction mixture was stirred for 1 hour at 5° C. The reaction mixture was poured into saturated NaCl. The mixture was extracted with ethyl acetate. The ... Reactants: Br, O=C([O-])O, CCC1c2ncccc2C(=O)N(C)c2ccc(OC)nc21, CC(=O)O, [Na+]. The product is CCC1c2ncccc2C(=O)N(C)c2ccc(O)nc21. RXN SMILES: [BrH:31].[C:22](=[O:23])([OH:24])[O-:25].[CH2:1]([CH3:2])[CH:3]1[c:4]2[c:5]([cH:16][cH:17][c:18]([O:20][CH3:21])[n:19]2)[N:6]([CH3:15])[C:7](=[O:14])[c:8]2[c:9]1[n:10][cH:11][cH:12][cH:13]2.[CH3:27][C:28](=[O:29])[OH:30].[Na+:26]>>[CH2:1]([CH3:2])[CH:3]1[c:4]2[c:5]([cH:16][cH:17][c:18]([OH:20])[n:19]2)[N:6]([CH3:15])[C:7](=[O:14])[c:8]2[c:9]1[n:10][cH:11][cH:12][cH:13]2. Reactants: O (water), ClCC(C)=O (chloroacetone), C([O-])([O-])=O.[K+].[K+] (potassium carbonate), COC1=C(C=CC(=C1)CNCCCNCCCCNCCCN)O.ClC1=NC(=CC(=N1)NC(C1=CC=C(C=C1)O)CC)CC (dl-5 chloro-6-ethyl-4-(α-ethyl-4-hydroxybenzyl)aminopyrimidine). Solvent: C(C)(=O)OCC (ethyl acetate), C1(=CC=CC=C1)C (toluene), CN(C=O)C (N,N-dimethylformamide). Run at temperature 80 celsius, time 8 hour. The product is COC1=C(C=CC(=C1)CNCCCNCCCCNCCCN)O.ClC1=NC(=CC(=N1)NC(C1=CC=C(C=C1)OCC(=O)C)CC)CC (dl-5 chloro-6-ethyl-4-(α-ethyl-4-acetonyloxybenzyl)aminopyrimidine). Isolated yield 39.8%. As a reaction SMILES: [CH3:1][O:2][C:3]1[CH:8]=[C:7]([CH2:9][NH:10][CH2:11][CH2:12][CH2:13][NH:14][CH2:15][CH2:16][CH2:17][CH2:18][NH:19][CH2:20][CH2:21][CH2:22][NH2:23])[CH:6]=[CH:5][C:4]=1[OH:24].[Cl:25][C:26]1[N:31]=[C:30]([NH:32][CH:33]([CH2:41][CH3:42])[C:34]2[CH:39]=[CH:38][C:37]([OH:40])=[CH:36][CH:35]=2)[CH:29]=[C:28]([CH2:43][CH3:44])[N:27]=1.Cl[CH2:46][C:47](=[O:49])[CH3:48].C(=O)([O-])[O-].[K+].[K+].O>CN(C)C=O.C(OCC)(=O)C.C1(C)C=CC=CC=1>[CH3:1][O:2][C:3]1[CH:8]=[C:7]([CH2:9][NH:10][CH2:11][CH2:12][CH2:13][NH:14][CH2:15][CH2:16][CH2:17][CH2:18][NH:19][CH2:20][CH2:21][CH2:22][NH2:23])[CH:6]=[CH:5][C:4]=1[OH:24].[Cl:25][C:26]1[N:31]=[C:30]([NH:32][CH:33]([CH2:41][CH3:42])[C:34]2[CH:39]=[CH:38][C:37]([O:40][CH2:46][C:47]([CH3:48])=[O:49])=[CH:36][CH:35]=2)[CH:29]=[C:28]([CH2:43][CH3:44])[N:27]=1 |f:0.1,3.4.5,10.11|. Reported procedure: To a solution of 3.0 g of dl-5-chloro-6-ethyl-4-(α-ethyl-4-hydroxybenzyl)aminopyrimidine dissolved in 30 ml of N,N-dimethylformamide were added 1.2 g of chloroacetone and 1.7 g of anhydrous potassium carbonate, and the mixture was stirred at 80° C. for 8 hours. After completion of the reaction, the reaction mixture was charged into water and the separated oily product was extracted with ethyl acetate. The extract was washed with water, dried with anhydrous sodium sulfate, and then ethyl acetate ... Reactants: CCc1cc(F)c2c(c1)C1CN(C(=O)OC(C)(C)C)CC1NC2=O, CCOCC, Cl. Product: CCc1cc(F)c2c(c1)C1CNCC1NC2=O, Cl. As a reaction SMILES: [CH2:1]([CH3:2])[c:3]1[cH:4][c:5]2[c:10]([c:11]([F:13])[cH:12]1)[C:9](=[O:14])[NH:8][CH:7]1[CH:6]2[CH2:17][N:16]([C:18]([O:19][C:20]([CH3:21])([CH3:22])[CH3:23])=[O:24])[CH2:15]1.[CH3:26][CH2:27][O:28][CH2:29][CH3:30].[ClH:25]>>[CH2:1]([CH3:2])[c:3]1[cH:4][c:5]2[c:10]([c:11]([F:13])[cH:12]1)[C:9](=[O:14])[NH:8][CH:7]1[CH:6]2[CH2:17][NH:16][CH2:15]1.[ClH:25].